Dataset: the Open Reaction Database (ORD), a public repository of structured organic reaction records. Task: describe an organic reaction: reactants, conditions, products, and yield Starting materials: [Si](C)(C)(C(C)(C)C)OC=1C=C(C=CC1)C1=C(N)C=CC=C1 (2-(3-tert-butyldimethylsilyloxyphenyl)aniline), C(C)(C)(C)OC(=O)N[C@H](CCSC)C(=O)O ((R)-N-(tert-butoxycarbonyl)methionine), Cl.NC1=CC=C(C2=CC=C(C=C12)O[Si](C)(C)C(C)(C)C)Br (1-amino-4-bromo-7-(tert-butyldimethylsilyloxy)naphthalene hydrochloride), C(C)(C)(C)OC(=O)N[C@@H](CCSC)C(=O)O ((S)-N-(tert-butoxycarbonyl) methionine). Yields the product C(C)(C)(C)OC(=O)N[C@@H]1C(N(CC1)C1=CC=CC=C1C1=CC(=CC=C1)O[Si](C)(C)C(C)(C)C)=O ((S)-3-(tert-Butoxycarbonylamino)-1-[3′-(tert-butyldimethylsilyloxy)biphen-2-yl]-2-oxopyrrolidine). RXN SMILES: [Si:1]([O:8][C:9]1[CH:10]=[C:11]([C:15]2[CH:21]=[CH:20][CH:19]=[CH:18][C:16]=2[NH2:17])[CH:12]=[CH:13][CH:14]=1)([C:4]([CH3:7])([CH3:6])[CH3:5])([CH3:3])[CH3:2].Cl.NC1C2C(=CC=C(O[Si](C(C)(C)C)(C)C)C=2)C(Br)=CC=1.[C:43]([O:47][C:48]([NH:50][C@H:51]([C:56](O)=[O:57])[CH2:52][CH2:53]SC)=[O:49])([CH3:46])([CH3:45])[CH3:44].C(OC(N[C@@H](C(O)=O)CCSC)=O)(C)(C)C>>[C:43]([O:47][C:48]([NH:50][C@H:51]1[CH2:52][CH2:53][N:17]([C:16]2[C:15]([C:11]3[CH:12]=[CH:13][CH:14]=[C:9]([O:8][Si:1]([C:4]([CH3:7])([CH3:6])[CH3:5])([CH3:3])[CH3:2])[CH:10]=3)=[CH:21][CH:20]=[CH:19][CH:18]=2)[C:56]1=[O:57])=[O:49])([CH3:45])([CH3:46])[CH3:44] |f:1.2|. Procedure details: Following the procedures described in Example 24, Steps F-H, but using 2-(3-tert-butyldimethylsilyloxyphenyl)aniline rather than 1-amino-4-bromo-7-(tert-butyldimethylsilyloxy)naphthalene hydrochloride, and (S)-N-(tert-butoxycarbonyl) methionine rather than (R)-N-(tert-butoxycarbonyl)methionine, the above-titled compound was obtained. Product: COc1ncc(-c2cnccc2C)c(OC)n1. Starting materials: O=C([O-])[O-], Cc1ccncc1Br, COc1ncc(B(O)O)c(OC)n1, [Na+], [Na+], CC(=O)[O-], CC(=O)[O-], [Pd+2], c1ccc(P(c2ccccc2)c2ccccc2)cc1. Reaction SMILES: [C:22](=[O:23])([O-:24])[O-:25].[CH3:14][c:15]1[c:16]([Br:21])[cH:17][n:18][cH:19][cH:20]1.[CH3:1][O:2][c:3]1[n:4][cH:5][c:6]([B:11]([OH:12])[OH:13])[c:7]([O:9][CH3:10])[n:8]1.[Na+:26].[Na+:27].[O-:48][C:49]([CH3:50])=[O:51].[O-:52][C:53]([CH3:54])=[O:55].[Pd+2:47].[c:28]1([P:29]([c:30]2[cH:31][cH:32][cH:33][cH:34][cH:35]2)[c:36]2[cH:37][cH:38][cH:39][cH:40][cH:41]2)[cH:42][cH:43][cH:44][cH:45][cH:46]1>>[CH3:1][O:2][c:3]1[n:4][cH:5][c:6](-[c:16]2[c:15]([CH3:14])[cH:20][cH:19][n:18][cH:17]2)[c:7]([O:9][CH3:10])[n:8]1. Starting materials: ClC1=C(C=CC(=C1)O)C(C(C(F)(F)F)(O)C=1C=CC(N(C1)C)=O)C (5-[2-(2-chloro-4-hydroxy-phenyl)-1-hydroxy-1-trifluoromethyl-propyl]-1-methyl-1H-pyridin-2-one), FC1=CC(=C(C=O)C=C1)C(F)(F)F (4-fluoro-2-(trifluoromethyl)benzaldehyde), C([O-])([O-])=O.[Cs+].[Cs+] (cesium carbonate). The product is ClC=1C=C(OC2=CC(=C(C=O)C=C2)C(F)(F)F)C=CC1C(C(C(F)(F)F)(C1=CN(C(C=C1)=O)C)O)C (4-{3-Chloro-4-[3,3,3-trifluoro-2-hydroxy-1-methyl-2-(1-methyl-6-oxo-1,6-dihydro-pyridin-3-yl)-propyl]-phenoxy}-2-trifluoromethyl-benzaldehyde). Reaction SMILES: [Cl:1][C:2]1[CH:7]=[C:6]([OH:8])[CH:5]=[CH:4][C:3]=1[CH:9]([CH3:24])[C:10]([C:16]1[CH:17]=[CH:18][C:19](=[O:23])[N:20]([CH3:22])[CH:21]=1)([OH:15])[C:11]([F:14])([F:13])[F:12].F[C:26]1[CH:33]=[CH:32][C:29]([CH:30]=[O:31])=[C:28]([C:34]([F:37])([F:36])[F:35])[CH:27]=1.C(=O)([O-])[O-].[Cs+].[Cs+]>>[Cl:1][C:2]1[CH:7]=[C:6]([CH:5]=[CH:4][C:3]=1[CH:9]([CH3:24])[C:10]([OH:15])([C:16]1[CH:17]=[CH:18][C:19](=[O:23])[N:20]([CH3:22])[CH:21]=1)[C:11]([F:13])([F:14])[F:12])[O:8][C:26]1[CH:33]=[CH:32][C:29]([CH:30]=[O:31])=[C:28]([C:34]([F:35])([F:37])[F:36])[CH:27]=1 |f:2.3.4|. Procedure: In analogy to Example 214, step 1, 5-[2-(2-chloro-4-hydroxy-phenyl)-1-hydroxy-1-trifluoromethyl-propyl]-1-methyl-1H-pyridin-2-one(Example 151, step 7) was reacted with 4-fluoro-2-(trifluoromethyl)benzaldehyde in the presence of cesium carbonate to give the title compound as a colorless oil. MS (m/e, ISP neg. ion)=532.0 [M−H+]. Starting materials: C(C=C)N1C(N(C(C1=N)=O)C)=O (1-allyl-3-methyl-5-iminoimidazolidine-2,4-dione), O=CC(Cl)(Cl)Cl (chloral), 28.69, S(=O)(Cl)Cl (thionyl chloride). Run in C(Cl)(Cl)Cl (chloroform). Conditions: temperature 55 celsius. Yields the product C(C=C)N1C(N(C(C1=NC(C(Cl)(Cl)Cl)Cl)=O)C)=O (1-allyl-3-methyl-5-(1,2,2,2-tetrachloroethylimino)-imidazolidine-2,4-dione). RXN SMILES: [CH2:1]([N:4]1[C:8](=[NH:9])[C:7](=[O:10])[N:6]([CH3:11])[C:5]1=[O:12])[CH:2]=[CH2:3].O=[CH:14][C:15]([Cl:18])([Cl:17])[Cl:16].S(Cl)([Cl:21])=O>C(Cl)(Cl)Cl>[CH2:1]([N:4]1[C:8](=[N:9][CH:14]([Cl:21])[C:15]([Cl:18])([Cl:17])[Cl:16])[C:7](=[O:10])[N:6]([CH3:11])[C:5]1=[O:12])[CH:2]=[CH2:3]. Reported procedure: 1-allyl-3-methyl-5-iminoimidazolidine-2,4-dione (20.0 g -- 0.12 mol) and 17.7 g (0.12 mol) chloral in 50 ml chloroform were stirred at 25° C. for 1/2 hour. To the resulting solution was added 28.69 (0.24 mol) thionyl chloride. The temperature rose to 35° C. and a precipitate formed. The reaction mixture was heated at 55° C. for 2 hours, cooled and filtered. The filtrate was stripped to give 24 g of 1-allyl-3-methyl-5-(1,2,2,2-tetrachloroethylimino)-imidazolidine-2,4-dione, as a yellow oil. As a reaction SMILES: [C:1]([C:3]1[CH:4]=[C:5]([NH:9][C:10]([O:12][CH2:13][CH2:14][C:15]2[C:20]([CH2:21][CH3:22])=[CH:19][C:18](B(O)O)=[CH:17][C:16]=2[CH2:26][CH3:27])=[O:11])[CH:6]=[CH:7][CH:8]=1)#[N:2].[NH2:28][C:29]1[CH:30]=[C:31]2[C:36](=[CH:37][CH:38]=1)[C:35]([N:39]([C:47]([O:49][C:50]([CH3:53])([CH3:52])[CH3:51])=[O:48])[C:40]([O:42][C:43]([CH3:46])([CH3:45])[CH3:44])=[O:41])=[N:34][CH:33]=[CH:32]2.O.[C:55]([OH:59])(=[O:58])[CH:56]=O>>[C:50]([O:49][C:47]([N:39]([C:40]([O:42][C:43]([CH3:44])([CH3:45])[CH3:46])=[O:41])[C:35]1[C:36]2[C:31](=[CH:30][C:29]([NH:28][CH:56]([C:18]3[CH:19]=[C:20]([CH2:21][CH3:22])[C:15]([CH2:14][CH2:13][O:12][C:10](=[O:11])[NH:9][C:5]4[CH:6]=[CH:7][CH:8]=[C:3]([C:1]#[N:2])[CH:4]=4)=[C:16]([CH2:26][CH3:27])[CH:17]=3)[C:55]([OH:59])=[O:58])=[CH:38][CH:37]=2)[CH:32]=[CH:33][N:34]=1)=[O:48])([CH3:53])([CH3:52])[CH3:51] |f:2.3|. Yields the product C(C)(C)(C)OC(=O)N(C1=NC=CC2=CC(=CC=C12)NC(C(=O)O)C1=CC(=C(C(=C1)CC)CCOC(NC1=CC(=CC=C1)C#N)=O)CC)C(=O)OC(C)(C)C (2-(1-(bis(tert-butoxycarbonyl)amino)isoquinolin-6-ylamino)-2-(4-(2-(3-cyanophenylcarbamoyloxy)ethyl)-3,5-diethylphenyl)acetic acid). Procedure: Using a procedure analogous to that used to prepare 2D, 37E (200 mg, 0.55 mmol) was reacted with Intermediate 1 and glyoxylic acid monohydrate to afford 38A (304 mg, 75%) as a yellow oil. MS (ESI) m/z 738.22 (M+H)+. Starting materials: 2D, C(#N)C=1C=C(C=CC1)NC(=O)OCCC1=C(C=C(C=C1CC)B(O)O)CC (4-(2-(3-cyanophenylcarbamoyloxy)ethyl)-3,5-diethylphenylboronic acid), NC=1C=C2C=CN=C(C2=CC1)N(C(=O)OC(C)(C)C)C(=O)OC(C)(C)C (6-Amino-1-(di-tert-butoxycarbonylamino)isoquinoline), O.C(C=O)(=O)O (glyoxylic acid monohydrate). Isolated yield 75.0%. Reactants: [BH4-], CO, Cl, CCCc1cc(C(OCOC)(C(F)(F)F)C(F)(F)F)ccc1Oc1ccc([N+](=O)[O-])c(C=O)c1, [Na+], O. The product is CCCc1cc(C(OCOC)(C(F)(F)F)C(F)(F)F)ccc1Oc1ccc([N+](=O)[O-])c(CO)c1. RXN SMILES: [BH4-:35].[CH3:39][OH:40].[ClH:38].[F:1][C:2]([C:3]([C:4]([F:5])([F:6])[F:7])([O:8][CH2:9][O:10][CH3:11])[c:12]1[cH:13][c:14]([CH2:30][CH2:31][CH3:32])[c:15]([O:16][c:17]2[cH:18][cH:19][c:20]([N+:25](=[O:26])[O-:27])[c:21]([CH:22]=[O:23])[cH:24]2)[cH:28][cH:29]1)([F:33])[F:34].[Na+:36].[OH2:37]>>[F:1][C:2]([C:3]([C:4]([F:5])([F:6])[F:7])([O:8][CH2:9][O:10][CH3:11])[c:12]1[cH:13][c:14]([CH2:30][CH2:31][CH3:32])[c:15]([O:16][c:17]2[cH:18][cH:19][c:20]([N+:25](=[O:26])[O-:27])[c:21]([CH2:22][OH:23])[cH:24]2)[cH:28][cH:29]1)([F:33])[F:34]. The reactants are ClC=1C=CC2=C(C3=CC=CC=C3C=C2C1)C=O (3-chloro-9-anthracenecarbaldehyde), NC(CO)(CO)C (2-amino-2-methyl-1,3-propanediol). Solvent: CO.CCOCC (CH3OH Et2O). Yields the product Cl.ClC=1C=CC2=C(C3=CC=CC=C3C=C2C1)CNC(CO)(CO)C (2-(((3-chloro-9-anthracenyl)methyl)amino)-2-methyl-1,3-propanediol hydrochloride). Reaction SMILES: [Cl:1][C:2]1[CH:3]=[CH:4][C:5]2[C:14]([CH:15]=1)=[CH:13][C:12]1[C:7](=[CH:8][CH:9]=[CH:10][CH:11]=1)[C:6]=2[CH:16]=O.[NH2:18][C:19]([CH3:24])([CH2:22][OH:23])[CH2:20][OH:21]>CO.CCOCC>[ClH:1].[Cl:1][C:2]1[CH:3]=[CH:4][C:5]2[C:14]([CH:15]=1)=[CH:13][C:12]1[C:7](=[CH:8][CH:9]=[CH:10][CH:11]=1)[C:6]=2[CH2:16][NH:18][C:19]([CH3:24])([CH2:22][OH:23])[CH2:20][OH:21] |f:2.3,4.5|. Procedure: Using the reductive amination procedure outlined in 1, 3-chloro-9-anthracenecarbaldehyde (17B) and 2-amino-2-methyl-1,3-propanediol (Aldrich) gave 2-(((3-chloro-9-anthracenyl)methyl)amino)-2-methyl-1,3-propanediol hydrochloride mp 268°-269° (dec), CH3OH/Et2O, (C, H, Cl, N). The reactants are SC=1NC=C(N1)C1=CC=CC=C1 (2-mercapto-4-phenylimidazole), CN(C(=O)Cl)C (N,N-dimethylcarbamoyl chloride). Run in N1=CC=CC=C1 (pyridine). Run at temperature 70 celsius. Product: CN(C(=O)SC=1NC=C(N1)C1=CC=CC=C1)C (2-(N,N-dimethylcarbamoylthio)-4-phenylimidazole). The yield is 34.2%. Reaction SMILES: [SH:1][C:2]1[NH:3][CH:4]=[C:5]([C:7]2[CH:12]=[CH:11][CH:10]=[CH:9][CH:8]=2)[N:6]=1.[CH3:13][N:14]([CH3:18])[C:15](Cl)=[O:16]>N1C=CC=CC=1>[CH3:13][N:14]([CH3:18])[C:15]([S:1][C:2]1[NH:3][CH:4]=[C:5]([C:7]2[CH:12]=[CH:11][CH:10]=[CH:9][CH:8]=2)[N:6]=1)=[O:16]. Procedure details: In 50 ml of pyridine was dissolved 5.0 g (28.4 millimoles) of 2-mercapto-4-phenylimidazole, and 3.13 ml (34.1 millimoles) of N,N-dimethylcarbamoyl chloride was added to the solution and the mixture was heated at 70° C. for 3 hours. The reaction mixture was concentrated under reduced pressure, and 200 ml of water and 200 ml of chloroform were added to the concentrate to effect extraction. The chloroform layer was concentrated and the concentrate was recrystallized from ethanol to obtain 2.4 g (yi...